This data is from the Open Reaction Database (ORD), a public repository of structured organic reaction records. The task is: describe an organic reaction: reactants, conditions, products, and yield Starting materials: ClC1=CC=C(C=C1)C(=O)C(O)C1=CC=C(C=C1)Cl (4,4'-dichlorobenzoin), C(O)CN (ethanolamine), O=P12OP3(=O)OP(=O)(O1)OP(=O)(O2)O3 (phosphorus pentoxide). The solvent is CCOCC (ether). The product is Cl.ClC1=CC=C(C=C1)C(C(=O)C1=CC=C(C=C1)Cl)NCCO (2-[[1,2-bis(4-Chlorophenyl)-2-oxoethyl]amino]ethanol hydrochloride). RXN SMILES: [Cl:1][C:2]1[CH:7]=[CH:6][C:5]([C:8]([CH:10]([C:12]2[CH:17]=[CH:16][C:15]([Cl:18])=[CH:14][CH:13]=2)O)=[O:9])=[CH:4][CH:3]=1.[CH2:19]([CH2:21][NH2:22])[OH:20].O=P12OP3(OP(OP(O3)(O1)=O)(=O)O2)=O>CCOCC>[ClH:1].[Cl:18][C:15]1[CH:16]=[CH:17][C:12]([CH:10]([NH:22][CH2:21][CH2:19][OH:20])[C:8]([C:5]2[CH:6]=[CH:7][C:2]([Cl:1])=[CH:3][CH:4]=2)=[O:9])=[CH:13][CH:14]=1 |f:4.5|. Procedure: A mixture of 4,4'-dichlorobenzoin (3.52 g, 0.0125 mole), ethanolamine (0.83 g, 0.0235 mole), and phosphorus pentoxide (0.10 g) was heated on a steam bath for 6 minutes with thorough mixing. After cooling, the reaction mixture was dissolved in ether and the ether solution decanted from the phosphorus pentoxide. The solution was treated with ethereal hydrogen chloride and the solid salt collected by filtration and washed with isopropyl ether. The solid was purified by trituration with acetonitrile... Reactants: FC(C(=O)O)(F)F (trifluoroacetic acid), ClC1=C(C(=C(C=C1OC)OC)Cl)N1C(N(C2=NC(=NC=C2C1)NC)C1CCNCC1)=O (3-(2,6-dichloro-3,5-dimethoxy-phenyl)-7-methylamino-1-piperidin-4-yl-3,4-dihydro-1H-pyrimido[4,5-d]pyrimidin-2-one), FC(C(=O)O)(F)F (trifluoroacetic acid), C(C)(C)(C)OC(=O)N1CCC(CC1)N1C(N(CC=2C1=NC(=NC2)NC)C2=C(C(=CC(=C2F)OC)OC)F)=O (4-[3-(2,6-difluoro-3,5-dimethoxy-phenyl)-7-methylamino-2-oxo-3,4-dihydro-2H-pyrimido[4,5-d]pyrimidin-1-yl]-piperidine-1-carboxylic acid tert-butyl ester). Yields the product FC(C(=O)O)(F)F.FC1=C(C(=C(C=C1OC)OC)F)N1C(N(C2=NC(=NC=C2C1)NC)C1CCNCC1)=O (3-(2,6-Difluoro-3,5-dimethoxy-phenyl)-7-methylamino-1-piperidin-4-yl-3,4-dihydro-1H-pyrimido[4,5-d]pyrimidin-2-one; compound with trifluoroacetic acid). As a reaction SMILES: ClC1C(OC)=CC(OC)=C(Cl)C=1N1CC2C(=NC(NC)=NC=2)N(C2CCNCC2)C1=O.[F:32][C:33]([F:38])([F:37])[C:34]([OH:36])=[O:35].C(OC([N:46]1[CH2:51][CH2:50][CH:49]([N:52]2[C:57]3=[N:58][C:59]([NH:62][CH3:63])=[N:60][CH:61]=[C:56]3[CH2:55][N:54]([C:64]3[C:69]([F:70])=[C:68]([O:71][CH3:72])[CH:67]=[C:66]([O:73][CH3:74])[C:65]=3[F:75])[C:53]2=[O:76])[CH2:48][CH2:47]1)=O)(C)(C)C>>[F:32][C:33]([F:38])([F:37])[C:34]([OH:36])=[O:35].[F:70][C:69]1[C:68]([O:71][CH3:72])=[CH:67][C:66]([O:73][CH3:74])=[C:65]([F:75])[C:64]=1[N:54]1[CH2:55][C:56]2[C:57](=[N:58][C:59]([NH:62][CH3:63])=[N:60][CH:61]=2)[N:52]([CH:49]2[CH2:50][CH2:51][NH:46][CH2:47][CH2:48]2)[C:53]1=[O:76] |f:3.4|. Procedure details: 3-(2,6-Difluoro-3,5-dimethoxy-phenyl)-7-methylamino-1-piperidin-4-yl-3,4-dihydro-1H-pyrimido[4,5-d]pyrimidin-2-one; compound with trifluoroacetic acid was synthesized in the same manner as 3-(2,6-dichloro-3,5-dimethoxy-phenyl)-7-methylamino-1-piperidin-4-yl-3,4-dihydro-1H-pyrimido[4,5-d]pyrimidin-2-one, compound with trifluoroacetic acid; however, 4-[3-(2,6-difluoro-3,5-dimethoxy-phenyl)-7-methylamino-2-oxo-3,4-dihydro-2H-pyrimido[4,5-d]pyrimidin-1-yl]-piperidine-1-carboxylic acid tert-butyl est... Reactants: C1(CC1)COC1=C(C=C(C=C1)C(F)F)C=1C2=C(N=CN1)C(=C(N2)C)C(=O)O (4-[2-(cyclopropylmethoxy)-5-(difluoromethyl)phenyl]-6-methyl-5H-pyrrolo[3,2-d]pyrimidine-7-carboxylic acid), N[C@H]1C[C@H]([C@@H](C1)NC(OC(C)(C)C)=O)F (tert-butyl [(1R*,2R*,4R*)-4-amino-2-fluorocyclopentyl]carbamate). Yields the product C1(CC1)COC1=C(C=C(C=C1)C(F)F)C=1C2=C(N=CN1)C(=C(N2)C)C(=O)N[C@@H]2C[C@@H]([C@H](C2)NC(OC(C)(C)C)=O)F (tert-Butyl {(1S*,2S*,4S*)-4-[({4-[2-(cyclopropylmethoxy)-5-(difluoromethyl)phenyl]-6-methyl-5H-pyrrolo[3,2-d]pyrimidin-7-yl}carbonyl)amino]-2-fluorocyclopentyl}carbamate). As a reaction SMILES: [CH:1]1([CH2:4][O:5][C:6]2[CH:11]=[CH:10][C:9]([CH:12]([F:14])[F:13])=[CH:8][C:7]=2[C:15]2[C:16]3[NH:23][C:22]([CH3:24])=[C:21]([C:25]([OH:27])=O)[C:17]=3[N:18]=[CH:19][N:20]=2)[CH2:3][CH2:2]1.[NH2:28][C@@H:29]1[CH2:33][C@@H:32]([NH:34][C:35](=[O:41])[O:36][C:37]([CH3:40])([CH3:39])[CH3:38])[C@H:31]([F:42])[CH2:30]1>>[CH:1]1([CH2:4][O:5][C:6]2[CH:11]=[CH:10][C:9]([CH:12]([F:14])[F:13])=[CH:8][C:7]=2[C:15]2[C:16]3[NH:23][C:22]([CH3:24])=[C:21]([C:25]([NH:28][C@H:29]4[CH2:33][C@H:32]([NH:34][C:35](=[O:41])[O:36][C:37]([CH3:38])([CH3:40])[CH3:39])[C@@H:31]([F:42])[CH2:30]4)=[O:27])[C:17]=3[N:18]=[CH:19][N:20]=2)[CH2:2][CH2:3]1. Procedure details: Starting from 4-[2-(cyclopropylmethoxy)-5-(difluoromethyl)phenyl]-6-methyl-5H-pyrrolo[3,2-d]pyrimidine-7-carboxylic acid (example D.g1) and tert-butyl [(1R*,2R*,4R*)-4-amino-2-fluorocyclopentyl]carbamate (example C44) the title compound is obtained as pale yellow foam. The reactants are NC=1C=C(C2=C(C=CO2)C1)N1CCN(CC1)CC(=O)N(CC)CC (2-[4-(5-Amino-1-benzofuran-7-yl)piperazin-1-yl]-N,N-diethylacetamide), NC=1C=C(C2=C(C=CO2)C1)N1CCN(CC1)CC(=O)N(CC)CC (2-[4-(5-Amino-1-benzofuran-7-yl)piperazin-1-yl]-N,N-diethylacetamide), ClC1=C(C=CC=C1)S(=O)(=O)Cl (2-chlorobenzenesulfonyl chloride), ClC1=C(C=CC=C1)S(=O)(=O)NC=1C=C(C2=C(C=CO2)C1)N1CCN(CC1)C(=O)OC(C)(C)C (tert-Butyl 4-(5-{[(2-chlorophenyl)sulfonyl]amino}-1-benzofuran-7-yl)piperazine-1-carboxylate). Reaction conditions: time 3 minute. The product is Cl.ClC1=C(C=CC=C1)S(=O)(=O)NC=1C=C(C2=C(C=CO2)C1)N1CCN(CC1)CC(=O)N(CC)CC (2-[4-(5-{[(2-Chlorophenyl)sulfonyl]amino}-1-benzofuran-7-yl)piperazin-1-yl]-N,N-diethylacetamide hydrochloride). RXN SMILES: [NH2:1][C:2]1[CH:3]=[C:4]([N:11]2[CH2:16][CH2:15][N:14]([CH2:17][C:18]([N:20]([CH2:23][CH3:24])[CH2:21][CH3:22])=[O:19])[CH2:13][CH2:12]2)[C:5]2[O:9][CH:8]=[CH:7][C:6]=2[CH:10]=1.[Cl:25]C1C=CC=CC=1S(Cl)(=O)=O.[Cl:36][C:37]1[CH:42]=[CH:41][CH:40]=[CH:39][C:38]=1[S:43](NC1C=C(N2CCN(C(OC(C)(C)C)=O)CC2)C2OC=CC=2C=1)(=[O:45])=[O:44]>>[ClH:25].[Cl:36][C:37]1[CH:42]=[CH:41][CH:40]=[CH:39][C:38]=1[S:43]([NH:1][C:2]1[CH:3]=[C:4]([N:11]2[CH2:16][CH2:15][N:14]([CH2:17][C:18]([N:20]([CH2:23][CH3:24])[CH2:21][CH3:22])=[O:19])[CH2:13][CH2:12]2)[C:5]2[O:9][CH:8]=[CH:7][C:6]=2[CH:10]=1)(=[O:45])=[O:44] |f:3.4|. Procedure details: 2-[4-(5-Amino-1-benzofuran-7-yl)piperazin-1-yl]-N,N-diethylacetamide (0.095 g, 0.29 mmol; Intermediate 23) was reacted with 2-chlorobenzenesulfonyl chloride according to the procedure of Intermediate 19. Yield: 0.06 g (41%) after purification by preparative HPLC (System E; 20-50% MeCN). 1H NMR (400 MHz, DMSO-d6) δ ppm 1.08 (t, J=6.9 Hz, 3H) 1.15 (t, J=6.9 Hz, 3H) 3.09-3.43 (m, 7H) 3.55-3.65 (m, 2H) 3.67-3.76 (m, 2H) 4.39 (s, 2H) 6.62 (d, J=1.0 Hz, 1H) 6.86 (d, J=1.3 Hz, 1H) 6.93 (d, J=1.5 Hz, 1H... The reactants are C(C=C)OC1CCC(N1)=O (5-(2-propenyloxy)pyrrolidin-2-one), C1(=CC=CC=C1)S(=O)(=O)Cl (benzenesulphonyl chloride), C(C)(=O)OCC (ethyl acetate). Run in CCOCC (ether). Run at temperature -10 celsius. Product: C1(=CC=CC=C1)S(=O)(=O)N1C(CCC1OC(=C)C)=O (1-benzenesulphonyl-2-oxo-5-(propen-2-yloxy)pyrrolidine). As a reaction SMILES: [CH2:1]([O:4][CH:5]1[NH:9][C:8](=[O:10])[CH2:7][CH2:6]1)[CH:2]=C.[C:11]1([S:17](Cl)(=[O:19])=[O:18])[CH:16]=[CH:15][CH:14]=[CH:13][CH:12]=1.[C:21](OCC)(=O)C>CCOCC>[C:11]1([S:17]([N:9]2[CH:5]([O:4][C:1]([CH3:2])=[CH2:21])[CH2:6][CH2:7][C:8]2=[O:10])(=[O:19])=[O:18])[CH:16]=[CH:15][CH:14]=[CH:13][CH:12]=1. Procedure: The operation is done as in example 49, starting with 0.80 g of 5-(2-propenyloxy)pyrrolidin-2-one. After cooling to -10° C., a solution of 1.00 g of benzenesulphonyl chloride in 10 cm3 of anhydrous ether is added and the temperature is maintained at -10° C. 100 cm3 of ethyl acetate is added before filtering. Elution is done with a mixture of ethyl acetate and hexane (1-1) and by re-crystallizing from isopropyl ether, 0.20 g of product is obtained, m.p. 54°-56° C. The reactants are N1(C=NC=C1)C1=CC=C(OCCCO)C=C1 (3-[4-(1H-imidazol-1-yl)phenoxy]propanol), S(N)(=O)(=O)Cl (sulfamoyl chloride). The solvent is C(C)#N (acetonitrile), C(C)#N (acetonitrile). Run at time 20 hour. The product is N1(C=NC=C1)C1=CC=C(OCCCOS(N)(=O)=O)C=C1 (Sulfamic acid 3-[4-(1H-imidazol-1-yl)phenoxy]propyl ester). The yield is 43.0%. As a reaction SMILES: [N:1]1([C:6]2[CH:16]=[CH:15][C:9]([O:10][CH2:11][CH2:12][CH2:13][OH:14])=[CH:8][CH:7]=2)[CH:5]=[CH:4][N:3]=[CH:2]1.[S:17](Cl)(=[O:20])(=[O:19])[NH2:18]>C(#N)C>[N:1]1([C:6]2[CH:16]=[CH:15][C:9]([O:10][CH2:11][CH2:12][CH2:13][O:14][S:17](=[O:20])(=[O:19])[NH2:18])=[CH:8][CH:7]=2)[CH:5]=[CH:4][N:3]=[CH:2]1. Reported procedure: A solution of 9.0 g (0.041 mole) of 3-[4-(1H-imidazol-1-yl)phenoxy]propanol in 150 ml of acetonitrile was treated with a solution of one equivalent of sulfamoyl chloride in 13 ml of acetonitrile. The mixture was stirred for 20 hr. The reaction mixture was concentrated under vacuum and the residue was dissolved in water. The aqueous solution was filtered and the filtrate was basified to pH 8 with potassium carbonate. The mixture was extracted with ethyl acetate. The organic fraction was concentra... Starting materials: O=C([O-])[O-], CN(C)C=O, O=C=Nc1ccc(F)cc1, [K+], [K+], O=C1C(=O)c2ccccc2C2=C1SCC(CO)O2. Product: O=C(Nc1ccc(F)cc1)OCC1CSC2=C(O1)c1ccccc1C(=O)C2=O. RXN SMILES: [C:29](=[O:30])([O-:31])[O-:32].[CH3:35][N:36]([CH3:37])[CH:38]=[O:39].[F:19][c:20]1[cH:21][cH:22][c:23]([N:26]=[C:27]=[O:28])[cH:24][cH:25]1.[K+:33].[K+:34].[OH:1][CH2:2][CH:3]1[CH2:4][S:5][C:6]2=[C:7]([O:8]1)[c:9]1[cH:10][cH:11][cH:12][cH:13][c:14]1[C:15](=[O:18])[C:16]2=[O:17]>>[O:1]([CH2:2][CH:3]1[CH2:4][S:5][C:6]2=[C:7]([O:8]1)[c:9]1[cH:10][cH:11][cH:12][cH:13][c:14]1[C:15](=[O:18])[C:16]2=[O:17])[C:27]([NH:26][c:23]1[cH:22][cH:21][c:20]([F:19])[cH:25][cH:24]1)=[O:28].